Task: describe an organic reaction: reactants, conditions, products, and yield. Dataset: the Open Reaction Database (ORD), a public repository of structured organic reaction records The product is NC1=NC2=CC(=NC(=C2C=C1C1=CC=CC=C1)CC)CC (2-amino-5,7-diethyl-3-phenyl-1,6-naphthyridine). Procedure details: A mixture of 4-amino-2,6-diethylpyridine-3-carbaldehyde (2.2 g), ethanol (26 ml), aqueous sodium hydroxide solution (10% w/v; 2.2 ml) and phenylacetonitrile (3.8 ml) was heated at reflux for 2 hours. Volatile material was removed by evaporation and the residue was partitioned between ethyl acetate and 2M hydrochloric acid. The organic phase was separated and discarded. The aqueous phase was adjusted to pH 6 with solid sodium carbonate and then extracted twice with dichloromethane. The combined e... Solvent: C(C)O (ethanol). Reactants: NC1=C(C(=NC(=C1)CC)CC)C=O (4-amino-2,6-diethylpyridine-3-carbaldehyde), [OH-].[Na+] (sodium hydroxide), C1(=CC=CC=C1)CC#N (phenylacetonitrile). Reaction SMILES: [NH2:1][C:2]1[CH:7]=[C:6]([CH2:8][CH3:9])[N:5]=[C:4]([CH2:10][CH3:11])[C:3]=1[CH:12]=O.[OH-].[Na+].[C:16]1([CH2:22][C:23]#[N:24])[CH:21]=[CH:20][CH:19]=[CH:18][CH:17]=1>C(O)C>[NH2:24][C:23]1[C:22]([C:16]2[CH:21]=[CH:20][CH:19]=[CH:18][CH:17]=2)=[CH:12][C:3]2[C:2](=[CH:7][C:6]([CH2:8][CH3:9])=[N:5][C:4]=2[CH2:10][CH3:11])[N:1]=1 |f:1.2|.